Dataset: the Open Reaction Database (ORD), a public repository of structured organic reaction records. Task: describe an organic reaction: reactants, conditions, products, and yield As a reaction SMILES: [Br:16][CH2:17][CH2:18][CH2:19][CH2:20][CH2:21][Cl:22].[CH3:23][S:24]([CH3:25])=[O:26].[CH3:3][O:4][c:5]1[cH:6][c:7]2[c:8]([CH:14]=[O:15])[cH:9][nH:10][c:11]2[cH:12][cH:13]1.[K+:2].[OH-:1]>>[CH3:3][O:4][c:5]1[cH:6][c:7]2[c:8]([CH:14]=[O:15])[cH:9][n:10]([CH2:17][CH2:18][CH2:19][CH2:20][CH2:21][Cl:22])[c:11]2[cH:12][cH:13]1. Reactants: ClCCCCCBr, CS(C)=O, COc1ccc2[nH]cc(C=O)c2c1, [K+], [OH-]. The product is COc1ccc2c(c1)c(C=O)cn2CCCCCCl. Reactants: Cc1nc(CBr)co1, C1CCOC1, CCN. The product is CCNCc1coc(C)n1. RXN SMILES: [Br:1][CH2:2][c:3]1[n:4][c:5]([CH3:8])[o:6][cH:7]1.[CH2:12]1[O:13][CH2:14][CH2:15][CH2:16]1.[CH3:9][CH2:10][NH2:11]>>[CH2:2]([c:3]1[n:4][c:5]([CH3:8])[o:6][cH:7]1)[NH:11][CH2:10][CH3:9]. The reactants are ClC1=NC2=C(N1)C=CC=C2 (2-chloro-1H-benzimidazole), [H-].[Na+] (sodium hydride), O (water), C[Si](CCOCCl)(C)C (2-(trimethylsilyl)ethoxymethyl chloride). The solvent is CN(C)C=O (DMF). Run at temperature 0 celsius, time 30 minute. Product: ClC1=NC2=C(N1COCC[Si](C)(C)C)C=CC=C2 (2-Chloro-1-{[2-(trimethylsilyl)ethoxy]methyl}-1H-benzimidazole). RXN SMILES: [Cl:1][C:2]1[NH:6][C:5]2[CH:7]=[CH:8][CH:9]=[CH:10][C:4]=2[N:3]=1.[H-].[Na+].[CH3:13][Si:14]([CH3:21])([CH3:20])[CH2:15][CH2:16][O:17][CH2:18]Cl.O>CN(C=O)C>[Cl:1][C:2]1[N:6]([CH2:18][O:17][CH2:16][CH2:15][Si:14]([CH3:21])([CH3:20])[CH3:13])[C:5]2[CH:7]=[CH:8][CH:9]=[CH:10][C:4]=2[N:3]=1 |f:1.2|. Procedure details: To a solution of 2-chloro-1H-benzimidazole (3.8 g) in DMF (25 ml) was added sodium hydride (60% in oil, 1.1 g) at 0° C. in several portions. The reaction mixture was stirred at 0° C. for 30 min, 2-(trimethylsilyl)ethoxymethyl chloride (4.7 ml) was added dropwise, and the mixture was stirred at room temperature overnight. The reaction mixture was poured into water, and the mixture was extracted with ethyl acetate. The extract was washed with saturated brine, dried over anhydrous magnesium sulfate... Starting materials: BrC1=CC=C(C2=NSN=C21)CO ((7-bromo-benzo[1,2,5]thiadiazol-4-yl)-methanol). The reagents and catalysts are [O-2].[Mn+4].[O-2] (manganese(IV) oxide). Run in ClCCl (dichloromethane). Reaction conditions: time 16 hour. Yields the product BrC1=CC=C(C2=NSN=C21)C=O (7-bromo-benzo[1,2,5]thiadiazole-4-carbaldehyde). Yield: 83.0%. As a reaction SMILES: [Br:1][C:2]1[C:10]2[C:6](=[N:7][S:8][N:9]=2)[C:5]([CH2:11][OH:12])=[CH:4][CH:3]=1>ClCCl.[O-2].[Mn+4].[O-2]>[Br:1][C:2]1[C:10]2[C:6](=[N:7][S:8][N:9]=2)[C:5]([CH:11]=[O:12])=[CH:4][CH:3]=1 |f:2.3.4|. Reported procedure: To a solution of (7-bromo-benzo[1,2,5]thiadiazol-4-yl)-methanol (20.22 g) (Example I2) in dichloromethane (185 ml) was added manganese(IV) oxide (71.7 g). The suspension was stirred at ambient temperature for 16 hours. The reaction mixture was filtered through a plug of Celite®. The filtrate was concentrated to give 7-bromo-benzo[1,2,5]thiadiazole-4-carbaldehyde (16.65 g) as an orange solid. 1H-NMR (400 MHz, CDCl3): 10.74 (s, 1H), 8.11-8.05 (m, 2H) ppm. Reactants: C(C)O (Ethanol), [OH-].[Na+] (NaOH), carboxylic acid, F[C@H]1C[C@H](N(C1)C(CC1=CC2=C(N=C(O2)NC2=C(C=CC=C2)C)C=C1)=O)COCCCCCC(=O)OC (Methyl 6-((2S,4S)-4-fluoro-1-(2-(2-methylphenylamino)-6-benzoxazolylacetyl)-2-pyrrolidinylmethoxy)hexanoate), [OH-].[Na+] (NaOH), CCOCC (ether). The solvent is C1CCOC1 (THF). Conditions: time 24 hour. Product: F[C@H]1C[C@H](N(C1)C(CC1=CC2=C(N=C(O2)NC2=C(C=CC=C2)C)C=C1)=O)COCCCCCC(=O)[O-].[Na+] (sodium 6-((2S,4S)-4-fluoro-1-(2-(2-methylphenylamino)-6-benzoxazolylacetyl)-2-pyrrolidinylmethoxy)hexanoate). Reaction SMILES: [F:1][C@@H:2]1[CH2:6][N:5]([C:7](=[O:26])[CH2:8][C:9]2[CH:25]=[CH:24][C:12]3[N:13]=[C:14]([NH:16][C:17]4[CH:22]=[CH:21][CH:20]=[CH:19][C:18]=4[CH3:23])[O:15][C:11]=3[CH:10]=2)[C@H:4]([CH2:27][O:28][CH2:29][CH2:30][CH2:31][CH2:32][CH2:33][C:34]([O:36]C)=[O:35])[CH2:3]1.[OH-].[Na+:39].C(O)C.CCOCC>C1COCC1>[F:1][C@@H:2]1[CH2:6][N:5]([C:7](=[O:26])[CH2:8][C:9]2[CH:25]=[CH:24][C:12]3[N:13]=[C:14]([NH:16][C:17]4[CH:22]=[CH:21][CH:20]=[CH:19][C:18]=4[CH3:23])[O:15][C:11]=3[CH:10]=2)[C@H:4]([CH2:27][O:28][CH2:29][CH2:30][CH2:31][CH2:32][CH2:33][C:34]([O-:36])=[O:35])[CH2:3]1.[Na+:39] |f:1.2,6.7|. Reported procedure: Methyl 6-((2S,4S)-4-fluoro-1-(2-(2-methylphenylamino)-6-benzoxazolylacetyl)-2-pyrrolidinylmethoxy)hexanoate (330 mg, 0.645 mmol) was dissolved in THF (30 ml). At room temperature, 0.25N NaOH (30 ml) was added and the mixture was stirred for 24 hours. The reaction mixture was distilled under reduced pressure to remove the solvent. The residue was acidified with 1N HCl, followed by extraction with a chloroform/methanol (10/1) mixture. The extract was washed with saturated brine, dried over anhydro...